Dataset: the Open Reaction Database (ORD), a public repository of structured organic reaction records. Task: describe an organic reaction: reactants, conditions, products, and yield Reactants: O=C([O-])[O-], C1COCCN1, CNc1cc(Cl)c(Cl)cc1[N+](=O)[O-], O=C(O)C(F)(F)F, [K+], [K+], CN(C)C=O, O. Product: CNc1cc(N2CCOCC2)c(Cl)cc1[N+](=O)[O-]. RXN SMILES: [C:7](=[O:8])([O-:9])[O-:10].[CH2:1]1[CH2:2][O:3][CH2:4][CH2:5][NH:6]1.[Cl:13][c:14]1[cH:15][c:16]([N+:23](=[O:24])[O-:25])[c:17]([NH:18][CH3:19])[cH:20][c:21]1[Cl:22].[F:26][C:27]([F:28])([F:29])[C:30]([OH:31])=[O:32].[K+:11].[K+:12].[O:34]=[CH:35][N:36]([CH3:37])[CH3:38].[OH2:33]>>[CH2:1]1[CH2:2][O:3][CH2:4][CH2:5][N:6]1[c:21]1[c:14]([Cl:13])[cH:15][c:16]([N+:23](=[O:24])[O-:25])[c:17]([NH:18][CH3:19])[cH:20]1. The reactants are ClC=1C(=CC2=C(N(C(=N2)C(C)O)C2=CC=C(C=C2)CCCl)C1)C(F)(F)F (1-[6-chloro-1-[4-(2-chloroethyl)phenyl]-5-(trifluoromethyl)-1H-benzimidazol-2-yl]ethanol). The reagents and catalysts are O=[Mn]=O (MnO2). The solvent is C(Cl)Cl (CH2Cl2). Conditions: time 24 hour. The product is ClC=1C(=CC2=C(N(C(=N2)C(C)=O)C2=CC=C(C=C2)CCCl)C1)C(F)(F)F (1-[6-chloro-1-[4-(2-chloroethyl)phenyl]-5-(trifluoromethyl)-1H-benzimidazol-2-yl]ethanone). Isolated yield 87.2%. As a reaction SMILES: [Cl:1][C:2]1[C:3]([C:23]([F:26])([F:25])[F:24])=[CH:4][C:5]2[N:9]=[C:8]([CH:10]([OH:12])[CH3:11])[N:7]([C:13]3[CH:18]=[CH:17][C:16]([CH2:19][CH2:20][Cl:21])=[CH:15][CH:14]=3)[C:6]=2[CH:22]=1>C(Cl)Cl.O=[Mn]=O>[Cl:1][C:2]1[C:3]([C:23]([F:25])([F:24])[F:26])=[CH:4][C:5]2[N:9]=[C:8]([C:10](=[O:12])[CH3:11])[N:7]([C:13]3[CH:14]=[CH:15][C:16]([CH2:19][CH2:20][Cl:21])=[CH:17][CH:18]=3)[C:6]=2[CH:22]=1. Procedure details: A solution of 1-[6-chloro-1-[4-(2-chloroethyl)phenyl]-5-(trifluoromethyl)-1H-benzimidazol-2-yl]ethanol (Example 367, step 1, 400 mg, 1 mmol) in CH2Cl2 was added MnO2 (2.7 g, 32 mmol). The mixture was stirred at room temperature for 24 h. This was directly purified by flash column chromatography eluting with hexane/ethyl acetate (4:1) to afford 350 mg (88%) of the title compound as white solids.